describe an organic reaction: reactants, conditions, products, and yield From a dataset of the Open Reaction Database (ORD), a public repository of structured organic reaction records. The reactants are Cn1ncnc1CO, CC(C)(C)c1cc2nnc(-c3cc(F)ccc3F)n2nc1Cl, [H-], [Na+], CN(C)C=O, O. Product: Cn1ncnc1COc1nn2c(-c3cc(F)ccc3F)nnc2cc1C(C)(C)C. As a reaction SMILES: [CH3:1][n:2]1[n:3][cH:4][n:5][c:6]1[CH2:7][OH:8].[Cl:9][c:10]1[c:11]([C:27]([CH3:28])([CH3:29])[CH3:30])[cH:12][c:13]2[n:14]([n:15]1)[c:16](-[c:19]1[c:20]([F:26])[cH:21][cH:22][c:23]([F:25])[cH:24]1)[n:17][n:18]2.[H-:31].[Na+:32].[O:33]=[CH:34][N:35]([CH3:36])[CH3:37].[OH2:38]>>[CH3:1][n:2]1[n:3][cH:4][n:5][c:6]1[CH2:7][O:8][c:10]1[c:11]([C:27]([CH3:28])([CH3:29])[CH3:30])[cH:12][c:13]2[n:14]([n:15]1)[c:16](-[c:19]1[c:20]([F:26])[cH:21][cH:22][c:23]([F:25])[cH:24]1)[n:17][n:18]2. Starting materials: CCN=C=NCCCN(C)C, Cn1nc(C(=O)O)c2ccccc21, CN(C)C=O, COc1cc(N)c(Cl)cc1C(=O)NCC1CCN(CCCCCN)CC1, On1nnc2ccccc21. Product: COc1cc(N)c(Cl)cc1C(=O)NCC1CCN(CCCCCNC(=O)c2nn(C)c3ccccc23)CC1. Reaction SMILES: [CH2:50]([N:51]=[C:52]=[N:53][CH2:54][CH2:55][CH2:56][N:57]([CH3:58])[CH3:59])[CH3:60].[CH3:27][n:28]1[n:29][c:30]([C:37](=[O:38])[OH:39])[c:31]2[cH:32][cH:33][cH:34][cH:35][c:36]12.[CH3:61][N:62]([CH3:63])[CH:64]=[O:65].[NH2:1][c:2]1[cH:3][c:4]([O:25][CH3:26])[c:5]([C:6](=[O:7])[NH:8][CH2:9][CH:10]2[CH2:11][CH2:12][N:13]([CH2:16][CH2:17][CH2:18][CH2:19][CH2:20][NH2:21])[CH2:14][CH2:15]2)[cH:22][c:23]1[Cl:24].[OH:40][n:41]1[c:42]2[cH:43][cH:44][cH:45][cH:46][c:47]2[n:48][n:49]1>>[NH2:1][c:2]1[cH:3][c:4]([O:25][CH3:26])[c:5]([C:6](=[O:7])[NH:8][CH2:9][CH:10]2[CH2:11][CH2:12][N:13]([CH2:16][CH2:17][CH2:18][CH2:19][CH2:20][NH:21][C:37]([c:30]3[n:29][n:28]([CH3:27])[c:36]4[c:31]3[cH:32][cH:33][cH:34][cH:35]4)=[O:38])[CH2:14][CH2:15]2)[cH:22][c:23]1[Cl:24]. As a reaction SMILES: [Br:17][CH2:18][c:19]1[cH:20][cH:21][c:22]([O:23][CH2:24][c:25]2[n:26][c:27](-[c:31]3[cH:32][cH:33][cH:34][cH:35][cH:36]3)[o:28][c:29]2[CH3:30])[cH:37][cH:38]1.[C:39](=[O:40])([O-:41])[O-:42].[CH3:1][O:2][C:3]([c:4]1[c:5]([OH:15])[cH:6][c:7]([O:11][CH2:12][CH2:13][CH3:14])[cH:8][c:9]1[CH3:10])=[O:16].[CH3:45][CH2:46][O:47][C:48]([CH3:49])=[O:50].[CH3:56][CH2:57][CH2:58][CH2:59][CH2:60][CH3:61].[K+:43].[K+:44].[O:51]=[CH:52][N:53]([CH3:54])[CH3:55]>>[CH3:1][O:2][C:3]([c:4]1[c:5]([O:15][CH2:18][c:19]2[cH:20][cH:21][c:22]([O:23][CH2:24][c:25]3[n:26][c:27](-[c:31]4[cH:32][cH:33][cH:34][cH:35][cH:36]4)[o:28][c:29]3[CH3:30])[cH:37][cH:38]2)[cH:6][c:7]([O:11][CH2:12][CH2:13][CH3:14])[cH:8][c:9]1[CH3:10])=[O:16]. Product: CCCOc1cc(C)c(C(=O)OC)c(OCc2ccc(OCc3nc(-c4ccccc4)oc3C)cc2)c1. Reactants: Cc1oc(-c2ccccc2)nc1COc1ccc(CBr)cc1, O=C([O-])[O-], CCCOc1cc(C)c(C(=O)OC)c(O)c1, CCOC(C)=O, CCCCCC, [K+], [K+], CN(C)C=O. Reactants: BrN1C(=O)N(C(=O)C1(C)C)Br (1,3-dibromo-5,5-dimethylhydantoin), COC1=C(C(=CC=C1[N+](=O)[O-])Cl)C (2-methoxy-6-chloro-3-nitrotoluene), BrN1C(=O)N(C(=O)C1(C)C)Br (1,3-dibromo-5,5-dimethylhydantoin), C(C)(=O)OCC (ethyl acetate). Reagents/catalysts: N(=NC(C#N)(C)C)C(C#N)(C)C (azobisisobutyronitrile), N(=NC(C#N)(C)C)C(C#N)(C)C (azobisisobutyronitrile). Solvent: ClC1=CC=CC=C1 (chlorobenzene). Run at time 1 hour. The product is COC1=C(CBr)C(=CC=C1[N+](=O)[O-])Cl (2-Methoxy-6-chloro-3-nitrobenzyl bromide). The yield is 181.8%. Reaction SMILES: [Br:1]N1C(C)(C)C(=O)N(Br)C1=O.[CH3:12][O:13][C:14]1[C:19]([N+:20]([O-:22])=[O:21])=[CH:18][CH:17]=[C:16]([Cl:23])[C:15]=1[CH3:24].C(OCC)(=O)C>ClC1C=CC=CC=1.N(C(C)(C)C#N)=NC(C)(C)C#N>[CH3:12][O:13][C:14]1[C:19]([N+:20]([O-:22])=[O:21])=[CH:18][CH:17]=[C:16]([Cl:23])[C:15]=1[CH2:24][Br:1]. Procedure details: A mixture of 5.8 g (20.0 mmol) of 1,3-dibromo-5,5-dimethylhydantoin and 0.5 g of azobisisobutyronitrile was added in portions at 110° C. to a solution of 8.0 g (40.0 mmol) of 2-methoxy-6-chloro-3-nitrotoluene from Example 11aα) in 50 ml of chlorobenzene. After 1 h, a mixture of 3.0 g (10 mmol) of 1,3-dibromo-5,5-dimethylhydantoin and 0.2 g of azobisisobutyronitrile was again added. After a further 1.5 h, the mixture was allowed to cool, and 500 ml of ethyl acetate were added to the reaction solu... Reactants: C#CCO, CCOC(=O)c1ncn2c1CN(C)C(=O)c1cc(F)ccc1-2, N#C[K]. The product is C#CCOC(=O)c1ncn2c1CN(C)C(=O)c1cc(F)ccc1-2. As a reaction SMILES: [CH2:26]([OH:27])[C:28]#[CH:29].[F:1][c:2]1[cH:3][cH:4][c:5]2[c:6]([cH:22]1)[C:7](=[O:21])[N:8]([CH3:20])[CH2:9][c:10]1[n:11]-2[cH:12][n:13][c:14]1[C:15](=[O:16])[O:17][CH2:18][CH3:19].[K:23][C:24]#[N:25]>>[F:1][c:2]1[cH:3][cH:4][c:5]2[c:6]([cH:22]1)[C:7](=[O:21])[N:8]([CH3:20])[CH2:9][c:10]1[n:11]-2[cH:12][n:13][c:14]1[C:15](=[O:16])[O:17][CH2:18][C:19]#[CH:24]. Solvent: CN(C=O)C (dimethylformamide), CN(C=O)C (dimethylformamide). Yields the product ClCCCCCOC1=CC=C(C#N)C=C1 (4-(5-chloropentoxy) benzonitrile). Starting materials: BrCCCCCCl (1-bromo-5-chloro-pentane), C(#N)C1=CC=C(C=C1)O (p-cyanophenol), [H][H] (hydrogen), [H-].[Na+] (sodium hydride). RXN SMILES: [C:1]([C:3]1[CH:8]=[CH:7][C:6]([OH:9])=[CH:5][CH:4]=1)#[N:2].[H-].[Na+].[H][H].Br[CH2:15][CH2:16][CH2:17][CH2:18][CH2:19][Cl:20]>CN(C)C=O>[Cl:20][CH2:19][CH2:18][CH2:17][CH2:16][CH2:15][O:9][C:6]1[CH:7]=[CH:8][C:3]([C:1]#[N:2])=[CH:4][CH:5]=1 |f:1.2|. Reported procedure: To a solution of 16.9 g (135 mmol) p-cyanophenol in 169 mL of dimethylformamide (DMF), cooled in an ice-bath is added in portions 6.5 g (135 mmol) sodium hydride (50% dispersion in oil). The reaction is stirred and allowed to warm-up to room temperature until no further hydrogen evolution is observed. The solution is then cooled in an ice-bath and a solution of 1-bromo-5-chloro-pentane 25 g (135 mmol) in 84 mL of dimethylformamide is added. The reaction is allowed to warm up to room temperature ... Starting materials: C(C)(C)(C)OC(=O)N1C=NC(=C1)CC(NC(=O)OC(C)(C)C)C(NC(CC1=CC=C(C=C1)OCC1=CC=CC=C1)C(NC(C)(C)C)=O)=O (4-{2-[2-(4-benzyloxy-phenyl)-1-tert-butylcarbamoyl-ethylcarbamoyl]-2-tert-butoxycarbonylamino-ethyl}-imidazole-1-carboxylic acid tert-butyl ester), C(=O)(C(F)(F)F)O (TFA). Solvent: ClCCl (dichloromethane). Conditions: temperature 25 celsius, time 2 hour. Product: NC(C(=O)NC(CC1=CC=C(C=C1)OCC1=CC=CC=C1)C(NC(C)(C)C)=O)CC=1N=CNC1 (2-Amino-N-[2-(4-benzyloxy-phenyl)-1-tert-butylcarbamoyl-ethyl]-3-(1H-imidazol-4-yl)-propionamide). Yield: 88.7%. Reaction SMILES: C(OC([N:8]1[CH:12]=[C:11]([CH2:13][CH:14]([C:23](=[O:48])[NH:24][CH:25]([C:41](=[O:47])[NH:42][C:43]([CH3:46])([CH3:45])[CH3:44])[CH2:26][C:27]2[CH:32]=[CH:31][C:30]([O:33][CH2:34][C:35]3[CH:40]=[CH:39][CH:38]=[CH:37][CH:36]=3)=[CH:29][CH:28]=2)[NH:15]C(OC(C)(C)C)=O)[N:10]=[CH:9]1)=O)(C)(C)C.C(O)(C(F)(F)F)=O>ClCCl>[NH2:15][CH:14]([CH2:13][C:11]1[N:10]=[CH:9][NH:8][CH:12]=1)[C:23]([NH:24][CH:25]([C:41](=[O:47])[NH:42][C:43]([CH3:45])([CH3:46])[CH3:44])[CH2:26][C:27]1[CH:28]=[CH:29][C:30]([O:33][CH2:34][C:35]2[CH:40]=[CH:39][CH:38]=[CH:37][CH:36]=2)=[CH:31][CH:32]=1)=[O:48]. Procedure: A solution of [S—(R*,R*)]-4-{2-[2-(4-benzyloxy-phenyl)-1-tert-butylcarbamoyl-ethylcarbamoyl]-2-tert-butoxycarbonylamino-ethyl}-imidazole-1-carboxylic acid tert-butyl ester (1.92 g, 2.87 mmol) in 70 mL dichloromethane was cooled to 3° C., then TFA (14 mL) was added. The resulting solution was warmed to 25° C. and stirred 2 hours. The mixture was concentrated at reduced pressure to a viscous amber oil which was dissolved in 100 mL ethyl acetate and washed twice with 100 mL saturated aqueous sodium... Reactants: C1(=CC=CC=C1)\C(=N/O)\C=1C=NC2=C(C=CC=C2C1C1=CC=CC=C1)C(F)(F)F ((E)-PHENYL[4-PHENYL-8-(TRIFLUOROMETHYL)QUINOLIN-3-YL]METHANONE OXIME), [H-].[Na+] (NaH), IC (iodomethane). The solvent is CN(C)C=O (DMF). Reaction conditions: time 20 minute. The product is CO\N=C(\C=1C=NC2=C(C=CC=C2C1C1=CC=CC=C1)C(F)(F)F)/C1=CC=CC=C1 ((E)-PHENYL[4-PHENYL-8-(TRIFLUOROMETHYL)QUINOLIN-3-YL]METHANONE O-METHYLOXIME). The yield is 86.1%. RXN SMILES: [C:1]1(/[C:7](/[C:10]2[CH:11]=[N:12][C:13]3[C:18]([C:19]=2[C:20]2[CH:25]=[CH:24][CH:23]=[CH:22][CH:21]=2)=[CH:17][CH:16]=[CH:15][C:14]=3[C:26]([F:29])([F:28])[F:27])=[N:8]\[OH:9])[CH:6]=[CH:5][CH:4]=[CH:3][CH:2]=1.[H-].[Na+].I[CH3:33]>CN(C=O)C>[CH3:33][O:9]/[N:8]=[C:7](\[C:1]1[CH:6]=[CH:5][CH:4]=[CH:3][CH:2]=1)/[C:10]1[CH:11]=[N:12][C:13]2[C:18]([C:19]=1[C:20]1[CH:21]=[CH:22][CH:23]=[CH:24][CH:25]=1)=[CH:17][CH:16]=[CH:15][C:14]=2[C:26]([F:29])([F:27])[F:28] |f:1.2|. Reported procedure: (E)-Phenyl[4-phenyl-8-(trifluoromethyl)quinolin-3-yl]methanone oxime (Example 37, 0.070 g, 0.18 mmol) was taken into DMF (3 mL). Then NaH (0.014 g, 0.36 mmol) was added and stirred for 20 minutes, followed by addition of iodomethane (0.05 mL, 0.72 mmol) and stirring over the weekend. The reaction was quenched with water and extracted with ether. The combined organics were washed with water and dried over magnesium sulfate and concentrated. The resulting material was purified via column chromatog...